Dataset: the Open Reaction Database (ORD), a public repository of structured organic reaction records. Task: describe an organic reaction: reactants, conditions, products, and yield Reactants: CC=1N=C2SC3=C(N2C1CO)C=CC=C3 (2-methylimidazo[2,1-b]benzothiazole-3-methanol), Ice water, CN(C=O)C (dimethylformamide), [H-].[Na+] (sodium hydride), C1(=CC=CS1)C(=O)Cl (thenoyl chloride). Reaction conditions: time 30 minute. Yields the product CC=1N=C2SC3=C(N2C1COC(C1=CSC=C1)=O)C=CC=C3 (2-Methyl-3-thenoyloxymethylimidazo[2,1-b]benzothiazole). Reaction SMILES: [CH3:1][C:2]1[N:3]=[C:4]2[N:8]([C:9]=1[CH2:10][OH:11])[C:7]1[CH:12]=[CH:13][CH:14]=[CH:15][C:6]=1[S:5]2.[H-].[Na+].[C:18]1(C(Cl)=O)[S:22][CH:21]=[CH:20][CH:19]=1.CN(C)[CH:28]=[O:29]>>[CH3:1][C:2]1[N:3]=[C:4]2[N:8]([C:9]=1[CH2:10][O:11][C:28](=[O:29])[C:20]1[CH:19]=[CH:18][S:22][CH:21]=1)[C:7]1[CH:12]=[CH:13][CH:14]=[CH:15][C:6]=1[S:5]2 |f:1.2|. Procedure details: In 30 ml of dry dimethylformamide was suspended 2.18 g of 2-methylimidazo[2,1-b]benzothiazole-3-methanol. Then, 0.50 g of 60% sodium hydride was added to the suspension. After stirring for 30 minutes, 1.76 g of thenoyl chloride was added to the mixture followed by stirring at room temperature for 3 hours. Ice water was added to the reaction mixture and the system extracted with chloroform. After the chloroform was removed, 1.76 g of the title compound was obtained.